This data is from the Open Reaction Database (ORD), a public repository of structured organic reaction records. The task is: describe an organic reaction: reactants, conditions, products, and yield Reactants: solid, BrC1=CC(=CC=2C(=C3N(C12)CCNC3=O)C)Cl (6-bromo-8-chloro-10-methyl-3,4-dihydro-2H-pyrazino[1,2-a]indol-1-one), BrC1=CC(=CC=2C(=C3N(C12)CCNC3=O)C)Cl (6-bromo-8-chloro-10-methyl-3,4-dihydro-2H-pyrazino[1,2-a]indol-1-one), FC=1C=C(C=CC1C)B(O)O (3-fluoro-4-methyl-phenylboronic acid). Product: ClC1=CC=2C(=C3N(C2C(=C1)C1=CC(=C(C=C1)C)F)CCNC3=O)C (8-Chloro-6-(3-fluoro-4-methyl-phenyl)-10-methyl-3,4-dihydro-2H-pyrazino[1,2-a]indol-1-one). Reaction SMILES: Br[C:2]1[C:10]2[N:9]3[CH2:11][CH2:12][NH:13][C:14](=[O:15])[C:8]3=[C:7]([CH3:16])[C:6]=2[CH:5]=[C:4]([Cl:17])[CH:3]=1.[F:18][C:19]1[CH:20]=[C:21](B(O)O)[CH:22]=[CH:23][C:24]=1[CH3:25]>>[Cl:17][C:4]1[CH:3]=[C:2]([C:21]2[CH:22]=[CH:23][C:24]([CH3:25])=[C:19]([F:18])[CH:20]=2)[C:10]2[N:9]3[CH2:11][CH2:12][NH:13][C:14](=[O:15])[C:8]3=[C:7]([CH3:16])[C:6]=2[CH:5]=1. Reported procedure: The title compound, off-white solid (69 mg, 81%), MS (ISP) m/z=343.4 [(M+H)+], mp 225° C., was prepared in accordance with the general method of example 1 6-bromo-8-chloro-10-methyl-3,4-dihydro-2H-pyrazino[1,2-a]indol-1-one (intermediate 12) (78.4 mg, 0.25 mmol) and commercially available 3-fluoro-4-methyl-phenylboronic acid (50.0 mg, 0.325 mmol). Starting materials: C(=O)(C(F)(F)F)O (TFA), ClC1=C(C=C(C=C1NC1=NN2C(C(=N1)N(CC1=CC=C(C=C1)OC)C1CC1)=NC=C2C#N)C#N)N2C[C@H]1N(CCC[C@H]1C2)C(=O)OC(C)(C)C ((4aS,7aS)-tert-butyl 6-(2-chloro-5-cyano-3-((7-cyano-4-(cyclopropyl(4-methoxybenzyl)amino)imidazo[2,1-f][1,2,4]triazin-2-yl)amino)phenyl)octahydro-1H-pyrrolo[3,4-b]pyridine-1-carboxylate), C1(=CC=CC=C1)OC (anisole). Solvent: ClCCCl (DCE). Conditions: temperature 60 celsius, time 20 minute. The product is ClC1=C(C=C(C=C1N1C[C@H]2NCCC[C@H]2C1)C#N)NC1=NN2C(C(=N1)NC1CC1)=NC=C2C#N (2-((2-chloro-5-cyano-3-((4aS,7aS)-hexahydro-1H-pyrrolo[3,4-b]pyridin-6(2H)-yl)phenyl)amino)-4-(cyclopropylamino)imidazo[2,1-f][1,2,4]triazine-7-carbonitrile). Isolated yield 69.9%. Reaction SMILES: C(O)(C(F)(F)F)=O.[Cl:8][C:9]1[C:14]([NH:15][C:16]2[N:21]=[C:20]([N:22]([CH:32]3[CH2:34][CH2:33]3)CC3C=CC(OC)=CC=3)[C:19]3=[N:35][CH:36]=[C:37]([C:38]#[N:39])[N:18]3[N:17]=2)=[CH:13][C:12]([C:40]#[N:41])=[CH:11][C:10]=1[N:42]1[CH2:50][C@H:49]2[C@H:44]([N:45](C(OC(C)(C)C)=O)[CH2:46][CH2:47][CH2:48]2)[CH2:43]1.C1(OC)C=CC=CC=1>ClCCCl>[Cl:8][C:9]1[C:10]([N:42]2[CH2:50][C@H:49]3[C@H:44]([NH:45][CH2:46][CH2:47][CH2:48]3)[CH2:43]2)=[CH:11][C:12]([C:40]#[N:41])=[CH:13][C:14]=1[NH:15][C:16]1[N:21]=[C:20]([NH:22][CH:32]2[CH2:33][CH2:34]2)[C:19]2=[N:35][CH:36]=[C:37]([C:38]#[N:39])[N:18]2[N:17]=1. Procedure details: TFA (0.382 mL, 4.96 mmol) was added to a solution of (4aS,7aS)-tert-butyl 6-(2-chloro-5-cyano-3-((7-cyano-4-(cyclopropyl(4-methoxybenzyl)amino)imidazo[2,1-f][1,2,4]triazin-2-yl)amino)phenyl)octahydro-1H-pyrrolo[3,4-b]pyridine-1-carboxylate (50 mg, 0.072 mmol) and anisole (0.031 mL, 0.288 mmol) in DCE (1 mL) and the reaction mixture was heated at 60° C. for 1 hour. The solvent was removed in vacuo and the material azeotroped with toluene 3× to remove the excess TFA. 10 ml of 2N NH3 in MeOH was ad... The reactants are C(C)OC(C(=O)OCC)OCC (ethyl diethoxyacetate), C[N+]#[C-] (methyl isocyanide), C(CCC)[Li] (n-butyllithium), ( 10 ), CC(=O)O (HOAc). Solvent: C1CCOC1 (THF), C1CCOC1 (THF), CCOC(=O)C.CCCCCC (EtOAc hexane). Run at temperature -78 celsius, time 20 minute. The product is SiO2, C(C)OC(C1=CN=CO1)OCC (5-((Diethoxy)methyl)oxazole). Isolated yield 62.1%. RXN SMILES: [CH3:1][N+:2]#[C-:3].C([Li])CCC.[CH2:9]([O:11][CH:12]([O:18][CH2:19][CH3:20])[C:13](OCC)=[O:14])[CH3:10].CC(O)=O>C1COCC1.CCOC(C)=O.CCCCCC>[CH2:9]([O:11][CH:12]([O:18][CH2:19][CH3:20])[C:13]1[O:14][CH:1]=[N:2][CH:3]=1)[CH3:10] |f:5.6|. Procedure: Prepared according to the procedure of Schöllkopf (J. Am. Chem. Soc. 112 (10) 4070 (1990)). To a solution of methyl isocyanide (2.88 g, 0.0702 mol) in THF (50 mL) under argon at −78° C. was added dropwise n-butyllithium solution (1.6M in hexanes, 44 mL) over 15 mins. After stirring for an additional 20 mins at −78° C., a solution of ethyl diethoxyacetate (12.62 g, 0.0702 mol) in THF (15 mL) was added dropwise over 20 mins. The bath was allowed to warm to −30° C. over the next 2 hrs and the react... The reactants are O=C(Cl)CCCCBr, Cc1c(N)cccc1Br, C1CCOC1, ClCCl, [H-], [Na+]. The product is Cc1c(Br)cccc1N1CCCCC1=O. As a reaction SMILES: [Br:10][CH2:11][CH2:12][CH2:13][CH2:14][C:15](=[O:16])[Cl:17].[Br:1][c:2]1[c:3]([CH3:9])[c:4]([NH2:5])[cH:6][cH:7][cH:8]1.[CH2:23]1[O:24][CH2:25][CH2:26][CH2:27]1.[Cl:20][CH2:21][Cl:22].[H-:18].[Na+:19]>>[Br:1][c:2]1[c:3]([CH3:9])[c:4]([N:5]2[CH2:11][CH2:12][CH2:13][CH2:14][C:15]2=[O:16])[cH:6][cH:7][cH:8]1. Reactants: CC(CCCCn1c(=O)c2c(ncn2Cc2ccccc2)n(C)c1=O)OC(=O)c1ccc([N+](=O)[O-])cc1, CO, Cl, [Na+], [OH-]. Product: CC(O)CCCCn1c(=O)c2c(ncn2Cc2ccccc2)n(C)c1=O. As a reaction SMILES: [CH2:1]([c:2]1[cH:3][cH:4][cH:5][cH:6][cH:7]1)[n:8]1[cH:9][n:10][c:11]2[n:12]([CH3:37])[c:13](=[O:36])[n:14]([CH2:18][CH2:19][CH2:20][CH2:21][CH:22]([CH3:23])[O:24][C:25](=[O:26])[c:27]3[cH:28][cH:29][c:30]([N+:31]([O-:32])=[O:33])[cH:34][cH:35]3)[c:15](=[O:17])[c:16]12.[CH3:41][OH:42].[ClH:40].[Na+:39].[OH-:38]>>[CH2:1]([c:2]1[cH:3][cH:4][cH:5][cH:6][cH:7]1)[n:8]1[cH:9][n:10][c:11]2[n:12]([CH3:37])[c:13](=[O:36])[n:14]([CH2:18][CH2:19][CH2:20][CH2:21][CH:22]([CH3:23])[OH:24])[c:15](=[O:17])[c:16]12. Starting materials: OC1=CC=C(C=C1)C(C1=CC=C(C(=O)OC)C=C1)=C1CC(OC(C1)(C)C)(C)C (methyl 4-[(4-hydroxyphenyl)(2,2,6,6-tetramethyltetrahydro-4H-pyran-4-ylidene)methyl]benzoate), [OH-].[Na+] (NaOH). Solvent: C1CCOC1.CCO (THF EtOH). The product is OC1=CC=C(C=C1)C(C1=CC=C(C(=O)O)C=C1)=C1CC(OC(C1)(C)C)(C)C (4-[(4-hydroxyphenyl)(2,2,6,6-tetramethyltetrahydro-4H-pyran-4-ylidene)methyl]benzoic acid). Yield: 83.3%. Reaction SMILES: [OH:1][C:2]1[CH:7]=[CH:6][C:5]([C:8](=[C:19]2[CH2:24][C:23]([CH3:26])([CH3:25])[O:22][C:21]([CH3:28])([CH3:27])[CH2:20]2)[C:9]2[CH:18]=[CH:17][C:12]([C:13]([O:15]C)=[O:14])=[CH:11][CH:10]=2)=[CH:4][CH:3]=1.[OH-].[Na+]>C1COCC1.CCO>[OH:1][C:2]1[CH:3]=[CH:4][C:5]([C:8](=[C:19]2[CH2:20][C:21]([CH3:28])([CH3:27])[O:22][C:23]([CH3:26])([CH3:25])[CH2:24]2)[C:9]2[CH:18]=[CH:17][C:12]([C:13]([OH:15])=[O:14])=[CH:11][CH:10]=2)=[CH:6][CH:7]=1 |f:1.2,3.4|. Reported procedure: The hydrolysis procedure described for 191 was employed. Thus, methyl 4-[(4-hydroxyphenyl)(2,2,6,6-tetramethyltetrahydro-4H-pyran-4-ylidene)methyl]benzoate (101) (0.212 g, 0.557 mmol) in THF/EtOH (1:1, 6 mL) was treated with 1 N NaOH (3 mL, excess). Standard work-up followed by purification gave 0.170 g (83%) of compound 102 as a white solid. 1H NMR (300 MHz, DMSO-d6): δ 12.77 (br s, 1H), 9.40 (br s, 1H), 7.88 (d, J=8.1 Hz, 2H), 7.27 (d, J=8.1 Hz, 2H), 6.97 (d, J=8.7 Hz, 2H), 6.71 (d, J=8.4 Hz, ... Starting materials: O1C(=NC2=C1C=CC=C2)C=2C(=NC=C(C2)B2OC(C(O2)(C)C)(C)C)N (3-(1,3-benzoxazol-2-yl)-5-(4,4,5,5-tetramethyl-1,3,2-dioxaborolan-2-yl)pyridin-2-amine), BrC=1C(=NN(C1)C1CCN(CC1)C(=O)OC(C)(C)C)C (tert-butyl 4-(4-bromo-3-methyl-pyrazol-1-yl)piperidine-1-carboxylate), C1(CCCCC1)P(C1CCCCC1)C1CCCCC1 (tricyclohexylphosphine), P(=O)([O-])([O-])[O-].[K+].[K+].[K+] (potassium phosphate). Reagents/catalysts: C=1C=CC(=CC1)/C=C/C(=O)/C=C/C2=CC=CC=C2.C=1C=CC(=CC1)/C=C/C(=O)/C=C/C2=CC=CC=C2.C=1C=CC(=CC1)/C=C/C(=O)/C=C/C2=CC=CC=C2.[Pd].[Pd] (tris(dibenzylideneacetone)dipalladium). The solvent is O1CCOCC1 (1,4-dioxane), O (water). Run at temperature 100 celsius, time 3 hour. Yields the product NC1=C(C=C(C=N1)C=1C(=NN(C1)C1CCN(CC1)C(=O)OC(C)(C)C)C)C=1OC2=C(N1)C=CC=C2 (tert-butyl 4-[4-[6-amino-5-(1,3-benzoxazol-2-yl)-3-pyridyl]-3-methyl-pyrazol-1-yl]piperidine-1-carboxylate). Yield: 65.1%. RXN SMILES: [O:1]1[C:5]2[CH:6]=[CH:7][CH:8]=[CH:9][C:4]=2[N:3]=[C:2]1[C:10]1[C:11]([NH2:25])=[N:12][CH:13]=[C:14](B2OC(C)(C)C(C)(C)O2)[CH:15]=1.Br[C:27]1[C:28]([CH3:45])=[N:29][N:30]([CH:32]2[CH2:37][CH2:36][N:35]([C:38]([O:40][C:41]([CH3:44])([CH3:43])[CH3:42])=[O:39])[CH2:34][CH2:33]2)[CH:31]=1.C1(P(C2CCCCC2)C2CCCCC2)CCCCC1.P([O-])([O-])([O-])=O.[K+].[K+].[K+]>O1CCOCC1.O.C1C=CC(/C=C/C(/C=C/C2C=CC=CC=2)=O)=CC=1.C1C=CC(/C=C/C(/C=C/C2C=CC=CC=2)=O)=CC=1.C1C=CC(/C=C/C(/C=C/C2C=CC=CC=2)=O)=CC=1.[Pd].[Pd]>[NH2:25][C:11]1[N:12]=[CH:13][C:14]([C:27]2[C:28]([CH3:45])=[N:29][N:30]([CH:32]3[CH2:33][CH2:34][N:35]([C:38]([O:40][C:41]([CH3:43])([CH3:42])[CH3:44])=[O:39])[CH2:36][CH2:37]3)[CH:31]=2)=[CH:15][C:10]=1[C:2]1[O:1][C:5]2[CH:6]=[CH:7][CH:8]=[CH:9][C:4]=2[N:3]=1 |f:3.4.5.6,9.10.11.12.13|. Reported procedure: A mixture of 3-(1,3-benzoxazol-2-yl)-5-(4,4,5,5-tetramethyl-1,3,2-dioxaborolan-2-yl)pyridin-2-amine (600 mg), tert-butyl 4-(4-bromo-3-methyl-pyrazol-1-yl)piperidine-1-carboxylate (557 mg), tris(dibenzylideneacetone)dipalladium (74.1 mg), tricyclohexylphosphine (45.4 mg) and potassium phosphate (584 mg) in 1,4-dioxane (3.4 mL) and water (0.4 mL) was degassed with argon, then stirred at 100° C. for 3 h under argon. Solvents were removed. The crude product was adsorbed on silica gel and purified by...